From a dataset of the Open Reaction Database (ORD), a public repository of structured organic reaction records. describe an organic reaction: reactants, conditions, products, and yield Reaction SMILES: [CH2:1]([O:3][C:4](=[O:19])[CH2:5][CH2:6][CH2:7][N:8]1[C:12]2[N:13]=[C:14]([CH3:18])[N:15]=[C:16](Cl)[C:11]=2[CH:10]=[CH:9]1)[CH3:2].[C:20]([O:24][C:25](=[O:43])[C@H:26]([CH2:41][SH:42])[NH:27][S:28]([C:31]1[C:40]2[C:35](=[CH:36][CH:37]=[CH:38][CH:39]=2)[CH:34]=[CH:33][CH:32]=1)(=[O:30])=[O:29])([CH3:23])([CH3:22])[CH3:21]>>[CH2:1]([O:3][C:4](=[O:19])[CH2:5][CH2:6][CH2:7][N:8]1[C:12]2[N:13]=[C:14]([CH3:18])[N:15]=[C:16]([S:42][CH2:41][C@H:26]([NH:27][S:28]([C:31]3[C:40]4[C:35](=[CH:36][CH:37]=[CH:38][CH:39]=4)[CH:34]=[CH:33][CH:32]=3)(=[O:30])=[O:29])[C:25]([O:24][C:20]([CH3:23])([CH3:21])[CH3:22])=[O:43])[C:11]=2[CH:10]=[CH:9]1)[CH3:2]. Yields the product C(C)OC(CCCN1C=CC2=C1N=C(N=C2SC[C@@H](C(=O)OC(C)(C)C)NS(=O)(=O)C2=CC=CC1=CC=CC=C21)C)=O (4-{4-[(2R)-2-(Naphthalene-1-sulfonylamino)-2-tert-butoxycarbonyl-ethylsulfanyl]-2-methyl-pyrrolo[2,3-d]pyrimidin-7-yl}-butyric acid ethyl ester). Reported procedure: Preparation in analogy to example 6c from 282 mg of 4-(4-chloro-2-methyl-pyrrolo[2,3-d]pyrimidin-7-yl)-butyric acid ethyl ester (example 2a) and 440 mg of N-(naphthalene-1-sulfonyl)-(R)-cysteine-tert-butyl ester. Yield: 110 mg. The reactants are C(C)OC(CCCN1C=CC2=C1N=C(N=C2Cl)C)=O (4-(4-chloro-2-methyl-pyrrolo[2,3-d]pyrimidin-7-yl)-butyric acid ethyl ester), C(C)(C)(C)OC([C@@H](NS(=O)(=O)C1=CC=CC2=CC=CC=C12)CS)=O (N-(naphthalene-1-sulfonyl)-(R)-cysteine-tert-butyl ester). The reactants are [N+](=O)([O-])C=1C=C(C(=O)N)C=CC1NCC (3-nitro-4-(N-ethylamino)-benzamide), C(C)(=O)OC(C)=O (acetic anhydride), C(C)(=O)O (acetic acid). The reagents and catalysts are [Ni] (Raney nickel). Run at time 5 hour. Yields the product C(C)N1C(=NC2=C1C=CC(=C2)C(N)=O)C (1-ethyl-2-methyl-5-carbamyl-benzimidazole). Yield: 88.0%. Reaction SMILES: [N+:1]([C:4]1[CH:5]=[C:6]([CH:10]=[CH:11][C:12]=1[NH:13][CH2:14][CH3:15])[C:7]([NH2:9])=[O:8])([O-])=O.[C:16](OC(=O)C)(=O)[CH3:17].C(O)(=O)C>[Ni]>[CH2:14]([N:13]1[C:12]2[CH:11]=[CH:10][C:6]([C:7](=[O:8])[NH2:9])=[CH:5][C:4]=2[N:1]=[C:16]1[CH3:17])[CH3:15]. Reported procedure: A mixture of 125 g (0.6 mole) of compound III, 214 g (2.1 moles) of acetic anhydride, 1.2 ml of Raney nickel and 36 g (0.6 mole) of acetic acid was hydrogenated at 80° C and a pressure of 100 to 30 kg/sq.cm for 5 h. After cooling, the catalyst was filtered, and the filtrate was concentrated by normal pressure until 135 ml of distillate were collected. Then 150 ml of 6N sulphuric acid were added to the residue. The reaction was very exothermic. The solution was refluxed with active carbon for 15 ...